This data is from the Open Reaction Database (ORD), a public repository of structured organic reaction records. The task is: describe an organic reaction: reactants, conditions, products, and yield Starting materials: N[C@H]1[C@@H](CCCC1)N (trans-1,2-diaminocyclohexane), BrC1=C(C(=CC=C1)Br)C (1,3-dibromo-2-methylbenzene), C1(=CC(=CC=C1)N1C(NCC1)=O)C (1-m-tolylimidazolidin-2-one), tripotassium. Reagents/catalysts: [Cu]I (copper (I) iodide). The solvent is O1CCOCC1 (1,4-dioxane). Run at temperature 120 celsius, time 21.5 hour. Yields the product BrC=1C(=C(C=CC1)N1C(N(CC1)C=1C=C(C=CC1)C)=O)C (1-(3-bromo-2-methylphenyl)-3-m-tolylimidazolidin-2-one). Yield: 71.4%. RXN SMILES: Br[C:2]1[CH:7]=[CH:6][CH:5]=[C:4]([Br:8])[C:3]=1[CH3:9].[C:10]1([CH3:22])[CH:15]=[CH:14][CH:13]=[C:12]([N:16]2[CH2:20][CH2:19][NH:18][C:17]2=[O:21])[CH:11]=1.N[C@@H]1CCCC[C@H]1N>O1CCOCC1.[Cu]I>[Br:8][C:4]1[C:3]([CH3:9])=[C:2]([N:18]2[CH2:19][CH2:20][N:16]([C:12]3[CH:11]=[C:10]([CH3:22])[CH:15]=[CH:14][CH:13]=3)[C:17]2=[O:21])[CH:7]=[CH:6][CH:5]=1. Reported procedure: A suspension of 1,3-dibromo-2-methylbenzene (185 mg, 0.740 mmol), 1-m-tolylimidazolidin-2-one (50 mg, 0.284 mmol), copper (I) iodide (5.40 mg, 0.028 mmol), tripotassium phophosphate (120 mg, 0.567 mmol) and (+/−trans-1,2-diaminocyclohexane (3.4 μL, 0.028 mmol) in 1,4-dioxane (1 mL) was purged with nitrogen and heated at 120° C. in a sealed tube. After 21.5 h, the mixture was concentrated and the residue was purified by column chromatography (eluting with a gradient from hexane to 50:50 hexane-Et... The reactants are C(#N)C1=CC2=C(NC(=N2)C(C(C(=O)OC)C)C2=C3C=CNC3=C(C=C2OC)C)C=C1 ((±)-methyl 3-(5-cyano-1H-benzo[d]imidazol-2-yl)-3-(5-methoxy-7-methyl-1H-indol-4-yl)-2-methylpropanoate), [Li+].[OH-] (LiOH). The solvent is CO.O (MeOH Water). Reaction conditions: temperature 60 celsius. The product is C(#N)C1=CC2=C(NC(=N2)C(C(C(=O)O)C)C2=C3C=CNC3=C(C=C2OC)C)C=C1 ((±)-3-(5-Cyano-1H-benzo[d]imidazol-2-yl)-3-(5-methoxy-7-methyl-1H-indol-4-yl)-2-methylpropanoic acid). As a reaction SMILES: [C:1]([C:3]1[CH:30]=[CH:29][C:6]2[NH:7][C:8]([CH:10]([C:17]3[C:25]([O:26][CH3:27])=[CH:24][C:23]([CH3:28])=[C:22]4[C:18]=3[CH:19]=[CH:20][NH:21]4)[CH:11]([CH3:16])[C:12]([O:14]C)=[O:13])=[N:9][C:5]=2[CH:4]=1)#[N:2].[Li+].[OH-]>CO.O>[C:1]([C:3]1[CH:30]=[CH:29][C:6]2[NH:7][C:8]([CH:10]([C:17]3[C:25]([O:26][CH3:27])=[CH:24][C:23]([CH3:28])=[C:22]4[C:18]=3[CH:19]=[CH:20][NH:21]4)[CH:11]([CH3:16])[C:12]([OH:14])=[O:13])=[N:9][C:5]=2[CH:4]=1)#[N:2] |f:1.2,3.4|. Reported procedure: To (±)-methyl 3-(5-cyano-1H-benzo[d]imidazol-2-yl)-3-(5-methoxy-7-methyl-1H-indol-4-yl)-2-methylpropanoate (diastereomer A, Example 147-B) (45 mg, 0.11 mmol) was added LiOH (50 mg, 2.0 mmol) in MeOH/Water (3 mL:0.8 mL) and the reaction was heated at 60° C. overnight. The reaction was concentrated, diluted with ethyl acetate (100 mL) and 1 M HCl (20 mL). The organic layer was removed, dried over sodium sulfate and purified via RP-FCC (ACN/water) to afford the title compound. 1H NMR (400 MHz, DMSO... Reaction SMILES: [Br:21][c:22]1[c:23]([CH2:32][C:33](=[O:34])[Cl:35])[cH:24][c:25]([O:30][CH3:31])[c:26]([O:28][CH3:29])[cH:27]1.[C:1](#[N:2])[c:3]1[cH:4][c:5]([CH:9]2[NH:10][CH:11]=[CH:12][C:13](=[O:15])[CH2:14]2)[cH:6][cH:7][cH:8]1.[CH2:16]([Li:17])[CH2:18][CH2:19][CH3:20].[CH2:38]1[O:39][CH2:40][CH2:41][CH2:42]1.[Cl-:36].[NH4+:37]>>[C:1](#[N:2])[c:3]1[cH:4][c:5]([CH:9]2[N:10]([C:33]([CH2:32][c:23]3[c:22]([Br:21])[cH:27][c:26]([O:28][CH3:29])[c:25]([O:30][CH3:31])[cH:24]3)=[O:34])[CH:11]=[CH:12][C:13](=[O:15])[CH2:14]2)[cH:6][cH:7][cH:8]1. Starting materials: COc1cc(Br)c(CC(=O)Cl)cc1OC, N#Cc1cccc(C2CC(=O)C=CN2)c1, [Li]CCCC, C1CCOC1, [Cl-], [NH4+]. Product: COc1cc(Br)c(CC(=O)N2C=CC(=O)CC2c2cccc(C#N)c2)cc1OC.